describe an organic reaction: reactants, conditions, products, and yield From a dataset of the Open Reaction Database (ORD), a public repository of structured organic reaction records. Starting materials: ClC1=NC2=CC(=CC=C2C(=N1)Cl)C(=O)OC (methyl 2,4-dichloroquinazoline-7-carboxylate), CCN(C(C)C)C(C)C (Hunig's base), O (Water). The reagents and catalysts are [Pd] (Pd). Solvent: CCOC(=O)C (EtOAc). Conditions: time 1 hour. Product: ClC1=NC2=CC(=CC=C2C=N1)C(=O)OC (methyl 2-chloroquinazoline-7-carboxylate). As a reaction SMILES: [Cl:1][C:2]1[N:11]=[C:10](Cl)[C:9]2[C:4](=[CH:5][C:6]([C:13]([O:15][CH3:16])=[O:14])=[CH:7][CH:8]=2)[N:3]=1.CCN(C(C)C)C(C)C.O>CCOC(C)=O.[Pd]>[Cl:1][C:2]1[N:11]=[CH:10][C:9]2[C:4](=[CH:5][C:6]([C:13]([O:15][CH3:16])=[O:14])=[CH:7][CH:8]=2)[N:3]=1. Procedure details: To a solution of methyl 2,4-dichloroquinazoline-7-carboxylate (1250 mg, 4.86 mmol) in EtOAc (100 mL) at R.T. was added Hunig's base (0.847 mL, 4.86 mmol) to form a pale yellow solution. The Pd catalyst was added and the mix hydrogenated with a H2 balloon for 1 hour. Water (20 mL) was added to solubilize salts, and mix filtered to remove Pd. The aqueous layer separated and organics dried over MgSO4, filtered and stripped to yield a residue (yellow solid) that was purified by Biotage 40M chromatog... Yields the product CCCS(=O)(=O)Cc1noc(C(CCCC2CCCCC2)CC(=O)O)n1. Reactants: CCCS(=O)(=O)Cc1noc(C(CCCC2CCCCC2)CC(=O)OC(C)(C)C)n1, Cl, C1COCCO1. As a reaction SMILES: [CH:1]1([CH2:7][CH2:8][CH2:9][CH:10]([CH2:11][C:12](=[O:13])[O:14][C:15]([CH3:16])([CH3:17])[CH3:18])[c:19]2[n:20][c:21]([CH2:24][S:25](=[O:26])(=[O:27])[CH2:28][CH2:29][CH3:30])[n:22][o:23]2)[CH2:2][CH2:3][CH2:4][CH2:5][CH2:6]1.[ClH:31].[O:32]1[CH2:33][CH2:34][O:35][CH2:36][CH2:37]1>>[CH:1]1([CH2:7][CH2:8][CH2:9][CH:10]([CH2:11][C:12](=[O:13])[OH:14])[c:19]2[n:20][c:21]([CH2:24][S:25](=[O:26])(=[O:27])[CH2:28][CH2:29][CH3:30])[n:22][o:23]2)[CH2:2][CH2:3][CH2:4][CH2:5][CH2:6]1. Reactants: C=CC(=O)O, Cc1ccccc1, [Cl-], O=C1Nc2ccccc2Nc2ccccc21. Yields the product C=CC(=O)N1c2ccccc2NC(=O)c2ccccc21. As a reaction SMILES: [C:18]([CH:19]=[CH2:20])(=[O:21])[OH:22].[CH3:23][c:24]1[cH:25][cH:26][cH:27][cH:28][cH:29]1.[Cl-:17].[cH:1]1[cH:2][cH:3][cH:4][c:5]2[c:11]1[C:10](=[O:12])[NH:9][c:8]1[c:7]([cH:16][cH:15][cH:14][cH:13]1)[NH:6]2>>[cH:1]1[cH:2][cH:3][cH:4][c:5]2[c:11]1[C:10](=[O:12])[NH:9][c:8]1[c:7]([cH:16][cH:15][cH:14][cH:13]1)[N:6]2[C:18]([CH:19]=[CH2:20])=[O:21]. Product: [Br-], COc1cc2c(cc1OC)C(C)=[N+](Cc1ccccc1)CC2. RXN SMILES: [Br:16][CH2:17][c:18]1[cH:19][cH:20][cH:21][cH:22][cH:23]1.[CH3:1][C:2]1=[N:3][CH2:4][CH2:5][c:6]2[cH:7][c:8]([O:14][CH3:15])[c:9]([O:12][CH3:13])[cH:10][c:11]21.[CH3:24][C:25](=[O:26])[CH3:27]>>[Br-:16].[CH3:1][C:2]1=[N+:3]([CH2:17][c:18]2[cH:19][cH:20][cH:21][cH:22][cH:23]2)[CH2:4][CH2:5][c:6]2[cH:7][c:8]([O:14][CH3:15])[c:9]([O:12][CH3:13])[cH:10][c:11]21. The reactants are BrCc1ccccc1, COc1cc2c(cc1OC)C(C)=NCC2, CC(C)=O. The reactants are CC1(C)SC2C(Br)C(=O)N2C1C#N, O=P([O-])([O-])[O-], O=Cc1ccc(OC2CCCCO2)cc1, C1CCOC1, [Zn]. Product: CC1(C)SC2CC(=O)N2C1C#N. Reaction SMILES: [CH3:1][C:2]1([CH3:13])[S:3][CH:4]2[N:5]([CH:6]1[C:7]#[N:8])[C:9](=[O:12])[CH:10]2[Br:11].[O-:29][P:30](=[O:31])([O-:32])[O-:33].[O:14]1[CH2:15][CH2:16][CH2:17][CH2:18][CH:19]1[O:20][c:21]1[cH:22][cH:23][c:24]([CH:25]=[O:26])[cH:27][cH:28]1.[O:34]1[CH2:35][CH2:36][CH2:37][CH2:38]1.[Zn:39]>>[CH3:1][C:2]1([CH3:13])[S:3][CH:4]2[N:5]([CH:6]1[C:7]#[N:8])[C:9](=[O:12])[CH2:10]2.